describe an organic reaction: reactants, conditions, products, and yield From a dataset of the Open Reaction Database (ORD), a public repository of structured organic reaction records. The reactants are C#Cc1ccc(-c2ccc(Cl)cc2)cn1, CN(CCN1CCCC1)c1ccc(I)cn1. The product is CN(CCN1CCCC1)c1ccc(C#Cc2ccc(-c3ccc(Cl)cc3)cn2)cn1. RXN SMILES: [Cl:17][c:18]1[cH:19][cH:20][c:21](-[c:24]2[cH:25][cH:26][c:27]([C:30]#[CH:31])[n:28][cH:29]2)[cH:22][cH:23]1.[I:1][c:2]1[cH:3][cH:4][c:5]([N:8]([CH2:9][CH2:10][N:11]2[CH2:12][CH2:13][CH2:14][CH2:15]2)[CH3:16])[n:6][cH:7]1>>[c:2]1([C:31]#[C:30][c:27]2[cH:26][cH:25][c:24](-[c:21]3[cH:20][cH:19][c:18]([Cl:17])[cH:23][cH:22]3)[cH:29][n:28]2)[cH:3][cH:4][c:5]([N:8]([CH2:9][CH2:10][N:11]2[CH2:12][CH2:13][CH2:14][CH2:15]2)[CH3:16])[n:6][cH:7]1. The reactants are N#Cc1cc(F)cc(C(=O)O)c1, CO, C[Si](C)(C)C=[N+]=[N-]. Product: COC(=O)c1cc(F)cc(C#N)c1. As a reaction SMILES: [C:1](#[N:2])[c:3]1[cH:4][c:5]([C:6](=[O:7])[OH:8])[cH:9][c:10]([F:12])[cH:11]1.[CH3:20][OH:21].[Si:13]([CH3:14])([CH:15]=[N+:16]=[N-:17])([CH3:18])[CH3:19]>>[C:1](#[N:2])[c:3]1[cH:4][c:5]([C:6](=[O:7])[O:8][CH3:14])[cH:9][c:10]([F:12])[cH:11]1. Procedure: A solution of 3-benzyl-3-azabicyclo[3.1.0]hexane-6-carbaldehyde oxime (1.57 g, 7.27 mmol) in THF (75 ml) was cooled to 0° C. under N2 and LiAlH4 (965 mg, 25.44 mmol) was added. The reaction was heated to 60° C. for 16 h and then cooled to 0° C. It was quenched with a mixture of H2O (3 ml) and sat. aq. sodium potassium tartrate (1 ml) and the resulting suspension stirred for 30 min. MgSO4 was added and the mixture filtered through celite. The filtrate was then concentrated in vacuo to give the ti... Starting materials: C(C1=CC=CC=C1)N1CC2C(C2C1)C=NO (3-benzyl-3-azabicyclo[3.1.0]hexane-6-carbaldehyde oxime), [H-].[H-].[H-].[H-].[Li+].[Al+3] (LiAlH4). The solvent is C1CCOC1 (THF). Yields the product C(C1=CC=CC=C1)N1CC2C(C2C1)CN ((3-Benzyl-3-azabicyclo[3.1.0]hex-6-yl)methylamine). Isolated yield 91.8%. Reaction conditions: temperature 60 celsius, time 30 minute. Reaction SMILES: [CH2:1]([N:8]1[CH2:13][CH:12]2[CH:10]([CH:11]2[CH:14]=[N:15]O)[CH2:9]1)[C:2]1[CH:7]=[CH:6][CH:5]=[CH:4][CH:3]=1.[H-].[H-].[H-].[H-].[Li+].[Al+3]>C1COCC1>[CH2:1]([N:8]1[CH2:13][CH:12]2[CH:10]([CH:11]2[CH2:14][NH2:15])[CH2:9]1)[C:2]1[CH:3]=[CH:4][CH:5]=[CH:6][CH:7]=1 |f:1.2.3.4.5.6|. Reactants: CS(C)=O, CCOCC, C[S+](C)(C)=O, CC1=CCC(C2=CCC(=O)CC2)C1(C)C, [H-], [I-], [Na+]. Yields the product CC1=CCC(C2=CCC3(CC2)CO3)C1(C)C. As a reaction SMILES: [CH3:24][S:25]([CH3:26])=[O:27].[CH3:28][CH2:29][O:30][CH2:31][CH3:32].[CH3:2][S+:3]([CH3:4])([CH3:5])=[O:6].[CH3:9][C:10]1([CH3:23])[CH:11]([C:16]2=[CH:17][CH2:18][C:19](=[O:22])[CH2:20][CH2:21]2)[CH2:12][CH:13]=[C:14]1[CH3:15].[H-:7].[I-:1].[Na+:8]>>[CH2:2]1[C:19]2([CH2:18][CH:17]=[C:16]([CH:11]3[C:10]([CH3:9])([CH3:23])[C:14]([CH3:15])=[CH:13][CH2:12]3)[CH2:21][CH2:20]2)[O:22]1. The reactants are CC(C)(C)[Si](C)(C)OCCC(c1c(F)ccc(F)c1F)S(=O)(=O)c1ccc(Cl)cc1, C1CCOC1, CCCC[N+](CCCC)(CCCC)CCCC, CCOC(C)=O, [F-], O. The product is O=S(=O)(c1ccc(Cl)cc1)C(CCO)c1c(F)ccc(F)c1F. As a reaction SMILES: [C:1]([Si:2]([CH3:3])([CH3:4])[O:8][CH2:9][CH2:10][CH:11]([c:12]1[c:13]([F:20])[c:14]([F:19])[cH:15][cH:16][c:17]1[F:18])[S:21](=[O:22])(=[O:23])[c:24]1[cH:25][cH:26][c:27]([Cl:30])[cH:28][cH:29]1)([CH3:5])([CH3:6])[CH3:7].[CH2:56]1[O:57][CH2:58][CH2:59][CH2:60]1.[CH3:32][CH2:33][CH2:34][CH2:35][N+:36]([CH2:37][CH2:38][CH2:39][CH3:40])([CH2:41][CH2:42][CH2:43][CH3:44])[CH2:45][CH2:46][CH2:47][CH3:48].[CH3:49][CH2:50][O:51][C:52](=[O:53])[CH3:54].[F-:31].[OH2:55]>>[OH:8][CH2:9][CH2:10][CH:11]([c:12]1[c:13]([F:20])[c:14]([F:19])[cH:15][cH:16][c:17]1[F:18])[S:21](=[O:22])(=[O:23])[c:24]1[cH:25][cH:26][c:27]([Cl:30])[cH:28][cH:29]1. Starting materials: ClC1=CC=C(C=C1)S(=O)(=O)NC(=O)C1=NN(C(C1)C1=CC=CC=C1)C1=CC=C(C=C1)Cl (N-[(4-chlorophenyl)sulfonyl]-1-(4-chlorophenyl)-5-phenyl-4,5-dihydro-(1H)-pyrazole-3-carboxamide), P(Cl)(Cl)(Cl)(Cl)Cl (PCl5), Cl (HCl), CCN(C(C)C)C(C)C (DIPEA). Solvent: ClC1=CC=CC=C1 (chlorobenzene), ClCCl (dichloromethane), CN (methylamine). Reaction conditions: temperature 140 celsius. Product: ClC1=CC=C(C=C1)S(=O)(=O)NC(=NC)C1=NN(C(C1)C1=CC=CC=C1)C1=CC=C(C=C1)Cl (N-[(4-chlorophenyl)sulfonyl]-N′-methyl-1-(4-chlorophenyl)-5-phenyl-4,5-dihydro-(1H)-pyrazole-3-carboxamidine). Isolated yield 14.8%. Reaction SMILES: [Cl:1][C:2]1[CH:7]=[CH:6][C:5]([S:8]([NH:11][C:12]([C:14]2[CH2:18][CH:17]([C:19]3[CH:24]=[CH:23][CH:22]=[CH:21][CH:20]=3)[N:16]([C:25]3[CH:30]=[CH:29][C:28]([Cl:31])=[CH:27][CH:26]=3)[N:15]=2)=O)(=[O:10])=[O:9])=[CH:4][CH:3]=1.P(Cl)(Cl)(Cl)(Cl)Cl.Cl.C[CH2:40][N:41](C(C)C)C(C)C>ClCCl.CN.ClC1C=CC=CC=1>[Cl:1][C:2]1[CH:7]=[CH:6][C:5]([S:8]([NH:11][C:12]([C:14]2[CH2:18][CH:17]([C:19]3[CH:24]=[CH:23][CH:22]=[CH:21][CH:20]=3)[N:16]([C:25]3[CH:30]=[CH:29][C:28]([Cl:31])=[CH:27][CH:26]=3)[N:15]=2)=[N:41][CH3:40])(=[O:10])=[O:9])=[CH:4][CH:3]=1. Reported procedure: Part B: A stirred mixture of N-[(4-chlorophenyl)sulfonyl]-1-(4-chlorophenyl)-5-phenyl-4,5-dihydro-(1H)-pyrazole-3-carboxamide (2.36 gram, 5 mmol), PCl5 (1.15 g, 5.5 mmol) and chlorobenzene (50 ml) is heated for 90 minutes at 140° C. After cooling the mixture to room temperature the residue is dissolved in dichloromethane and methylamine.HCl (0.34 g, 5 mmol) and DIPEA (1.74 ml, 10 mmol) are successively added. The resulting mixture is stirred for 16 hours at room temperature, twice washed with wa... Starting materials: O=C(O)c1ccc(F)cn1, Cn1c(N)nc2ccccc21. Reagents/catalysts: CCN=C=NCCCN(C)C.Cl (EDC-HCl), CN1CCOCC1 (NMM), C1CC(=O)N(C1=O)O (N-Hydroxysuccinimide). Solvent: CN(C)C=O (DMF), CN(C)C=O (DMF), CN(C)C=O (DMF), CN(C)C=O (DMF), CN(C)C=O (DMF), CN(C)C=O (DMF). Run at temperature 25 celsius, time 2 hour. The product is Cn1c(NC(=O)c2ccc(F)cn2)nc2ccccc21. Yield: 37.8%. Reaction SMILES: Cn1c(N)nc2ccccc21.O=C(O)c1ccc(F)cn1.CCN=C=NCCCN(C)C.Cl.C1CC(=O)N(C1=O)O.CN1CCOCC1.CN(C)C=O>>Cn1c(NC(=O)c2ccc(F)cn2)nc2ccccc21.